Task: describe an organic reaction: reactants, conditions, products, and yield. Dataset: the Open Reaction Database (ORD), a public repository of structured organic reaction records Reactants: N(=O)[O-].[Na+] (sodium nitrite), NC1=CC=C(C#N)C=C1 (4-amino-benzonitrile), N1=CC=CC=C1 (pyridine), N1=CC=CC=C1 (pyridine). Solvent: O (water), O (water), Cl (HCl). The product is N1=C(C=CC=C1)C1=CC=C(C#N)C=C1 (4-(pyridin-2-yl)-benzonitrile). Reaction SMILES: N([O-])=O.[Na+].N[C:6]1[CH:13]=[CH:12][C:9]([C:10]#[N:11])=[CH:8][CH:7]=1.[N:14]1[CH:19]=[CH:18][CH:17]=[CH:16][CH:15]=1>O.Cl>[N:14]1[CH:19]=[CH:18][CH:17]=[CH:16][C:15]=1[C:6]1[CH:13]=[CH:12][C:9]([C:10]#[N:11])=[CH:8][CH:7]=1 |f:0.1|. Reported procedure: A solution of 7.05 g (102 mmol) of sodium nitrite in 16 ml of water is added dropwise at 5° C. in the course of 30 min to a suspension of 11.8 g (0.10 mol) of 4-amino-benzonitrile in 40 ml of water and 36.2 ml of conc. HCl. The turbid yellow reaction solution is then added dropwise at 35-40° C. over a period of 100 min to 121 ml of pyridine. After 45 minutes' stirring at 90° C. the excess pyridine is evaporated off (RV; 60° C.), and the residue is taken up in ethyl acetate and washed with water ... Reactants: CN(C)C=O (DMF), Cl.C(=O)(O)CCCC(=O)NCC1=CC=C(O1)C(=O)OC1=CC2=CC=C(C=C2C=C1)C(N)=N (6-amidino-2-naphthyl 5-(4-carboxybutyrylaminomethyl)furan-2-carboxylate hydrochloride), CS(=O)(=O)O (methanesulfonic acid). Run in CC(=O)C (acetone). Reaction conditions: time 10 minute. Product: CS(=O)(=O)O.C(=O)(O)CCCC(=O)NCC1=CC=C(O1)C(=O)OC1=CC2=CC=C(C=C2C=C1)C(N)=N (6-Amidino-2-naphthyl 5-(4-carboxybutyrylaminomethyl)furan-2-carboxylate methanesulfonate). The yield is 68.2%. As a reaction SMILES: CN(C=O)C.Cl.[C:7]([CH2:10][CH2:11][CH2:12][C:13]([NH:15][CH2:16][C:17]1[O:21][C:20]([C:22]([O:24][C:25]2[CH:34]=[CH:33][C:32]3[C:27](=[CH:28][CH:29]=[C:30]([C:35](=[NH:37])[NH2:36])[CH:31]=3)[CH:26]=2)=[O:23])=[CH:19][CH:18]=1)=[O:14])([OH:9])=[O:8].[CH3:38][S:39]([OH:42])(=[O:41])=[O:40]>CC(C)=O>[CH3:38][S:39]([OH:42])(=[O:41])=[O:40].[C:7]([CH2:10][CH2:11][CH2:12][C:13]([NH:15][CH2:16][C:17]1[O:21][C:20]([C:22]([O:24][C:25]2[CH:34]=[CH:33][C:32]3[C:27](=[CH:28][CH:29]=[C:30]([C:35](=[NH:36])[NH2:37])[CH:31]=3)[CH:26]=2)=[O:23])=[CH:19][CH:18]=1)=[O:14])([OH:9])=[O:8] |f:1.2,5.6|. Reported procedure: To 10 ml of DMF was added 2.0 g of 6-amidino-2-naphthyl 5-(4-carboxybutyrylaminomethyl)furan-2-carboxylate hydrochloride, then 4.6 g of methanesulfonic acid was added dropwise while cooling with ice, and the mixture was stirred for 10 minutes. Then, the mixture was added in small portions into 400 ml of acetone and stirred for 4 hours while cooling with ice. The supernatant was decanted, 1 l of ether was added to the residue and stirred, and the precipitate was collected by filtration to obtain ... Solvent: CN(C)C=O (DMF). RXN SMILES: Br[CH2:2][C:3]([NH:5][C:6]1[CH:14]=[CH:13][C:12]([F:15])=[CH:11][C:7]=1[C:8]([OH:10])=[O:9])=[O:4].[NH2:16][C:17]1[CH:22]=[CH:21][CH:20]=[CH:19][CH:18]=1.[OH-].[K+]>CN(C=O)C>[F:15][C:12]1[CH:13]=[CH:14][C:6]([NH:5][C:3](=[O:4])[CH2:2][NH:16][C:17]2[CH:22]=[CH:21][CH:20]=[CH:19][CH:18]=2)=[C:7]([CH:11]=1)[C:8]([OH:10])=[O:9] |f:2.3|. Isolated yield 74.9%. Starting materials: BrCC(=O)NC1=C(C(=O)O)C=C(C=C1)F (2-(Bromoacetamido)-5-fluorobenzoic Acid), NC1=CC=CC=C1 (aniline), NC1=CC=CC=C1 (aniline), ice water, [OH-].[K+] (KOH). Yields the product FC=1C=CC(=C(C(=O)O)C1)NC(CNC1=CC=CC=C1)=O (5-Fluoro-2-[(N-phenylamino)acetamido]benzoic acid). Run at temperature 120 celsius. Procedure details: A solution of 2-(bromoacetamido)-5-fluorobenzoic acid from Example 19 (22.36 g, 91 mmol) and aniline (21 mL, 230 mmol) in dry DMF (150 mL) was heated at 85° C. for 5 hours. TLC showed indicated the presence of unreacted starting. Additional aniline (5 mL, 52 mmol) was added, and the solution was heated at 120° C. for 30 hours. After cooling, the reaction mixture was poured into ice-water (800 mL) and aqueous 5% KOH (100 mL) was added to adjust the pH to 10-11. The excess aniline was removed by e... The reactants are C(C)C1=C(N)C=CC=C1 (2-ethylaniline), N(=O)[O-].[Na+] (sodium nitrite), O.O.Cl[Sn]Cl (SnCl2.2H2O). Solvent: O (water), Cl (hydrochloric acid), O (water), Cl (hydrochloric acid), O (water). Conditions: time 15 hour. Yields the product Cl.C(C)C1=C(C=CC=C1)NN (2-Ethylphenylhydrazine Hydrochloride). As a reaction SMILES: [CH2:1]([C:3]1[CH:9]=[CH:8][CH:7]=[CH:6][C:4]=1[NH2:5])[CH3:2].[N:10]([O-])=O.[Na+].O.O.[Cl:16][Sn]Cl>O.Cl>[ClH:16].[CH2:1]([C:3]1[CH:9]=[CH:8][CH:7]=[CH:6][C:4]=1[NH:5][NH2:10])[CH3:2] |f:1.2,3.4.5,8.9|. Procedure details: A vigorously stirred solution of 487 ml concentrated hydrochloric acid and 218 ml of water at 0° C. was treated dropwise with 1.93 moles (234 g) of 2-ethylaniline. To the resulting thick suspension was added a solution of sodium nitrite (143 g, 2.07 moles) in 218 ml of water over 1.5 hours while maintaining the internal temperature between 8° C. and 14° C. Next, a solution of SnCl2.2H2O (4.37 moles, 985 g) in 1.312 l of 1:1 concentrated hydrochloric acid:water was added over 5 hours while the in... Starting materials: C(C)OC=1C=C(C=CC1OCC)C=1SC=C(N1)C1=CC(=C(C(=C1)CC(=C)C)O)C(=O)O (2-(3,4-diethoxyphenyl)-4-[3-carboxy-4-hydroxy-5-(2-methyl-2-propenyl)phenyl]-thiazole), C(C)(=O)OCC (ethyl acetate), O (water), [I-].[K+] (potassium iodide). Reagents/catalysts: II (iodine). The solvent is ClC1=C(C=CC=C1)Cl (o-dichlorobenzene). Yields the product C(C)OC=1C=C(C=CC1OCC)C=1SC=C(N1)C=1C=C(C2=C(CC(O2)(C)C)C1)C(=O)O (2-(3,4-diethoxyphenyl)-4-(2,2-dimethyl-7-carboxy-2,3-dihydrobenzofuran-5-yl)thiazole). Yield: 50.0%. Reaction SMILES: [CH2:1]([O:3][C:4]1[CH:5]=[C:6]([C:13]2[S:14][CH:15]=[C:16]([C:18]3[CH:23]=[C:22]([CH2:24][C:25]([CH3:27])=[CH2:26])[C:21]([OH:28])=[C:20]([C:29]([OH:31])=[O:30])[CH:19]=3)[N:17]=2)[CH:7]=[CH:8][C:9]=1[O:10][CH2:11][CH3:12])[CH3:2].[I-].[K+].O.C(OCC)(=O)C>ClC1C=CC=CC=1Cl.II>[CH2:1]([O:3][C:4]1[CH:5]=[C:6]([C:13]2[S:14][CH:15]=[C:16]([C:18]3[CH:19]=[C:20]([C:29]([OH:31])=[O:30])[C:21]4[O:28][C:25]([CH3:27])([CH3:26])[CH2:24][C:22]=4[CH:23]=3)[N:17]=2)[CH:7]=[CH:8][C:9]=1[O:10][CH2:11][CH3:12])[CH3:2] |f:1.2|. Procedure: In 40 ml of o-dichlorobenzene was dissolved, with heating, 2 g of 2-(3,4-diethoxyphenyl)-4-[3-carboxy-4-hydroxy-5-(2-methyl-2-propenyl)phenyl]-thiazole. Thereto were added about 10 mg of iodine and 1.5 g of potassium iodide (ground in-a mortar), and the mixture was refluxed for 14 hours with heating. The reaction mixture was mixed with 30 ml of water and phase separation was conducted. The organic layer was mixed with 30 ml of ethyl acetate. The mixture was washed with 20 ml of a saturated aqueo... Reactants: C(C)(=O)N1CC2=C(CC1)C(=C(S2)CCCl)Br (6-acetyl-3-bromo-2-(2-chloroethyl)-4,5,6,7-tetrahydrothieno[2,3-c]pyridine), C(C(=O)[O-])(=O)[O-] (oxalate), Cl.FC1=CC2=C(C(=NO2)C2CCNCC2)C=C1 (4-(6-fluoro-1,2-benzisoxazol-3-yl)piperidine hydrochloride). Yields the product C(C)(=O)N1CC2=C(CC1)C(=C(S2)CCN2CCC(CC2)C2=NOC1=C2C=CC(=C1)F)Br (6-acetyl-3-bromo-2-(2-(4-(6-fluoro-1,2-benzisoxazol-3-yl)piperidin-1-yl)ethyl)-4,5,6,7-tetrahydrothieno[2,3-c]pyridine). The yield is 6.4%. Reaction SMILES: [C:1]([N:4]1[CH2:9][CH2:8][C:7]2[C:10]([Br:16])=[C:11]([CH2:13][CH2:14]Cl)[S:12][C:6]=2[CH2:5]1)(=[O:3])[CH3:2].Cl.[F:18][C:19]1[CH:33]=[CH:32][C:22]2[C:23]([CH:26]3[CH2:31][CH2:30][NH:29][CH2:28][CH2:27]3)=[N:24][O:25][C:21]=2[CH:20]=1.C([O-])(=O)C([O-])=O>>[C:1]([N:4]1[CH2:9][CH2:8][C:7]2[C:10]([Br:16])=[C:11]([CH2:13][CH2:14][N:29]3[CH2:28][CH2:27][CH:26]([C:23]4[C:22]5[CH:32]=[CH:33][C:19]([F:18])=[CH:20][C:21]=5[O:25][N:24]=4)[CH2:31][CH2:30]3)[S:12][C:6]=2[CH2:5]1)(=[O:3])[CH3:2] |f:1.2|. Procedure: The reaction and procedure were conducted in a similar manner as in Example 24 using 0.5 g of 6-acetyl-3-bromo-2-(2-chloroethyl)-4,5,6,7-tetrahydrothieno[2,3-c]pyridine and 0.4 g of 4-(6-fluoro-1,2-benzisoxazol-3-yl)piperidine hydrochloride to give 0.05 g of 6-acetyl-3-bromo-2-(2-(4-(6-fluoro-1,2-benzisoxazol-3-yl)piperidin-1-yl)ethyl)-4,5,6,7-tetrahydrothieno[2,3-c]pyridine as an oil, m.p. 114°-117° C. as an oxalate thereof. Reactants: CN1C(CCC2=CC=CC=C12)CO (1-methyl-1,2,3,4-tetrahydro-2-quinolinemethanol), C1(=CC=C(C=C1)S(=O)(=O)OC)C (methyl p-toluenesulfonate). Conditions: temperature 100 celsius. The product is C1(=CC=C(C=C1)S(=O)(=O)[O-])C.C[N+]1(C(CCC2=CC=CC=C12)CO)C (1,1-Dimethyl-2-hydroxymethyl-1,2,3,4-tetrahydroquinolinium p-toluenesulfonate). Yield: 202.0%. As a reaction SMILES: [CH3:1][N:2]1[C:11]2[C:6](=[CH:7][CH:8]=[CH:9][CH:10]=2)[CH2:5][CH2:4][CH:3]1[CH2:12][OH:13].[C:14]1([CH3:25])[CH:19]=[CH:18][C:17]([S:20]([O:23]C)(=[O:22])=[O:21])=[CH:16][CH:15]=1>>[C:14]1([CH3:25])[CH:15]=[CH:16][C:17]([S:20]([O-:23])(=[O:21])=[O:22])=[CH:18][CH:19]=1.[CH3:1][N+:2]1([CH3:14])[C:11]2[C:6](=[CH:7][CH:8]=[CH:9][CH:10]=2)[CH2:5][CH2:4][CH:3]1[CH2:12][OH:13] |f:2.3|. Procedure: A mixture of 1.3 g of 1-methyl-1,2,3,4-tetrahydro-2-quinolinemethanol and 1.37 g of methyl p-toluenesulfonate was heated at 100° C. for 6 hours. The solvent was removed from the reaction mixture by decantation, and the residue was washed with ether to give 2.7 g of the desired compound as a dark red oil. Reactants: C1=CC=CC=2C3=CC=CC=C3C(C12)=O (9-Fluorenone), C1(=CC=CC=C1)O (phenol), O (water), SCCCS(=O)(=O)O (3-Mercaptopropanesulfonic acid). Run at temperature 45 celsius. Product: C1(C=CC=C2C3=CC=CC=C3C=C12)=O (fluorenone). RXN SMILES: [CH:1]1[C:13]2[C:12](=O)[C:11]3[C:6](=[CH:7][CH:8]=[CH:9][CH:10]=3)[C:5]=2[CH:4]=[CH:3][CH:2]=1.C1([OH:21])C=CC=CC=1.O.SCCCS(O)(=O)=O>>[C:1]1(=[O:21])[C:13]2[C:5]([C:6]3[C:11]([CH:12]=2)=[CH:10][CH:9]=[CH:8][CH:7]=3)=[CH:4][CH:3]=[CH:2]1. Procedure: 9-Fluorenone (6.44 g, 0.0358 mol, 1.00 equiv.), molten phenol (70.0 g, 0.744 mol, 20.8 equiv.), and deionized water (1.93 g, 0.107 mol, 3.00 equiv.) is added to the reactor (reactor design 3). The reaction mixture is heated to 45° C. with stirring under a pad of nitrogen. 3-Mercaptopropanesulfonic acid (0.385 g, 2.47 mmol, 0.0690 equiv.) is added slowly over approximately 1 minute to the reaction mixture at 45° C. The reaction is monitored throughout the reaction period by collecting samples and... RXN SMILES: Br[CH2:2][C:3]1[S:11][C:10]2[C:9]([N:12]3[CH2:17][CH2:16][O:15][CH2:14][CH2:13]3)=[N:8][C:7](Cl)=[N:6][C:5]=2[CH:4]=1.[CH3:19][C:20]([NH:22][C:23]1[CH:28]=[C:27]([NH2:29])[CH:26]=[CH:25][CH:24]=1)=[O:21].C([O-])([O-])=O.[K+].[K+].C[N:37]([CH:39]=O)C>>[NH:37]1[C:39]2[C:10](=[C:5]([C:7]3[N:8]=[C:9]([N:12]4[CH2:17][CH2:16][O:15][CH2:14][CH2:13]4)[C:10]4[S:11][C:3]([CH2:2][NH:29][C:27]5[CH:28]=[C:23]([NH:22][C:20](=[O:21])[CH3:19])[CH:24]=[CH:25][CH:26]=5)=[CH:4][C:5]=4[N:6]=3)[CH:4]=[CH:3][CH:2]=2)[CH:9]=[N:8]1 |f:2.3.4|. Procedure details: To a solution of 6-(bromomethyl)-2-chloro-4-morpholinothieno[3,2-d]pyrimidine 30 from Example 9 (90 mg, 0.3 mmol) in DMF (3 mL) was added 3-aminoacetanilide (39 mg, 0.3 mmol) and K2CO3 (50 mg, 0.4 mmol). The resulting solution stirred at room temperature overnight then was concentrated in vacuo. The residue was diluted with water and filtered. The crude product was utilized in a Suzuki coupling using General Procedure A with 4-(4,4,5,5-tetramethyl-1,3,2-dioxaborolan-2-yl)-1H-indazole 7 to provid... The reactants are BrCC1=CC=2N=C(N=C(C2S1)N1CCOCC1)Cl (6-(Bromomethyl)-2-chloro-4-morpholinothieno[3,2-d]pyrimidine), CC(=O)NC1=CC=CC(=C1)N (3-aminoacetanilide), C(=O)([O-])[O-].[K+].[K+] (K2CO3), CN(C)C=O (DMF). Yields the product N1N=CC2=C(C=CC=C12)C=1N=C(C2=C(N1)C=C(S2)CNC=2C=C(C=CC2)NC(C)=O)N2CCOCC2 (N-(3-((2-(1H-indazol-4-yl)-4-morpholinothieno[3,2-d]pyrimidin-6-yl)methylamino)phenyl)acetamide). Run at time 8 hour. The reactants are Cl (hydrochloric acid), C(C(=O)C)C1=CC=C(OCC(=O)N)C=C1 (4-acetonylphenoxyacetamide), ethylene ketal, C(C(=O)OCC)(=O)OCC (diethyl oxalate), CC(C)([O-])C.[K+] (potassium tert-butoxide). The solvent is CN(C=O)C (dimethylformamide), O (water). Conditions: time 16 hour. Yields the product C(C(=O)C)C1=CC=C(OC2=C(C(NC2=O)=O)O)C=C1 (4-[4-acetonylphenoxy]-3-hydroxy-1H-pyrrole-2,5-dione). Reaction SMILES: [CH2:1]([C:5]1[CH:15]=[CH:14][C:8]([O:9][CH2:10][C:11]([NH2:13])=[O:12])=[CH:7][CH:6]=1)[C:2]([CH3:4])=[O:3].[C:16](OCC)(=[O:22])[C:17](OCC)=[O:18].CC(C)([O-])C.[K+].Cl>CN(C)C=O.O>[CH2:1]([C:5]1[CH:15]=[CH:14][C:8]([O:9][C:10]2[C:11](=[O:12])[NH:13][C:17](=[O:18])[C:16]=2[OH:22])=[CH:7][CH:6]=1)[C:2]([CH3:4])=[O:3] |f:2.3|. Reported procedure: A solution of 4-acetonylphenoxyacetamide, ethylene ketal (3.2 g) and diethyl oxalate (2.0 g) in dry dimethylformamide at 0° C. was treated with potassium tert-butoxide (3.24 g) in two portions at 15 min. intervals. The solution was then stirred 16 h at ambient temperature, poured into water, and acidified with 6N hydrochloric acid. The aqueous solution was extracted with ethyl acetate, the combined organic extracts dried (magnesium sulphate), filtered and evaporated and the residue crystallised ...